From a dataset of the Open Reaction Database (ORD), a public repository of structured organic reaction records. describe an organic reaction: reactants, conditions, products, and yield Starting materials: CC1=CC(=C(C(=O)O)C=C1)[N+](=O)[O-] (4-methyl-2-nitrobenzoic acid), C(C(=O)Cl)(=O)Cl (oxalyl chloride), [NH4+].[OH-] (NH4OH). The solvent is C1(=CC=CC=C1)C (toluene). Reaction conditions: time 2 hour. Product: CC1=CC(=C(C(=O)N)C=C1)[N+](=O)[O-] (4-methyl-2-nitrobenzamide). The yield is 160.9%. Reaction SMILES: [CH3:1][C:2]1[CH:10]=[CH:9][C:5]([C:6](O)=[O:7])=[C:4]([N+:11]([O-:13])=[O:12])[CH:3]=1.C(Cl)(=O)C(Cl)=O.[NH4+:20].[OH-]>C1(C)C=CC=CC=1>[CH3:1][C:2]1[CH:10]=[CH:9][C:5]([C:6]([NH2:20])=[O:7])=[C:4]([N+:11]([O-:13])=[O:12])[CH:3]=1 |f:2.3|. Procedure details: To a solution of 4-methyl-2-nitrobenzoic acid (1.0 g, 5.52 mmol) in toluene (5 mL) was added oxalyl chloride (1.04 g, 8.28 mmol) at 0° C. and the reaction mixture was stirred at rt for 2 h. Then the reaction mixture was concentrated and the concentrate was dissolved in THF (5 mL). Then NH4OH (1.93 g, 55.20 mmol) was added to the solution at 0-5° C. and the reaction mixture was stirred at rt for 4 h before it was quenched with water and was extracted with EtOAc. The organic layer was washed with ... Starting materials: NC1=NC(=C2N=CN(C2=N1)OCCCOCC1=CC=CC=C1)OCC (2-amino-9-(3-benzyloxyprop-1-oxy)-6-ethoxypurine). The reagents and catalysts are [Pd] (palladium on charcoal). Run in C(=O)O (formic acid). Run at temperature 20 celsius, time 45 minute. The product is NC1=NC(=C2N=CN(C2=N1)OCCCO)OCC (2-Amino-6-ethoxy-9-(3-hydroxyprop-1-oxy)purine). The yield is 56.1%. As a reaction SMILES: [NH2:1][C:2]1[N:10]=[C:9]2[C:5]([N:6]=[CH:7][N:8]2[O:11][CH2:12][CH2:13][CH2:14][O:15]CC2C=CC=CC=2)=[C:4]([O:23][CH2:24][CH3:25])[N:3]=1>[Pd].C(O)=O>[NH2:1][C:2]1[N:10]=[C:9]2[C:5]([N:6]=[CH:7][N:8]2[O:11][CH2:12][CH2:13][CH2:14][OH:15])=[C:4]([O:23][CH2:24][CH3:25])[N:3]=1. Procedure details: A mixture of 2-amino-9-(3-benzyloxyprop-1-oxy)-6-ethoxypurine (350 mg, 1.02 mmol), 10% palladium on charcoal (350 mg) and 80% formic acid (10 ml) was stirred at 20° C. under an atmosphere of hydrogen for 45 minutes. The catalyst was removed and the solution was evaporated under reduced pressure. The residue was dissolved in water (10 ml) and heated to boiling. Concentrated aqueous ammonia (1 ml) was then added and the solution heated for 15 minutes and then cooled and evaporated under reduced pr... Starting materials: CCCCCC (hexane), C(CC)=O (propionaldehyde), COC1=CC=C(C=C1)\C=C\[N+](=O)[O-] ((E)-1-methoxy-4-(2-nitrovinyl)benzene), CC(C)O (2-propanol). Run in C(Cl)(Cl)Cl (CHCl3). Yields the product COC1=CC=C(C=C1)[C@@H]([C@@H](C=O)C)C[N+](=O)[O-] ((2S,3R)-3-(4-Methoxyphenyl)-2-methyl-4-nitrobutanal). As a reaction SMILES: [CH:1](=[O:4])[CH2:2][CH3:3].[CH3:5][O:6][C:7]1[CH:12]=[CH:11][C:10](/[CH:13]=[CH:14]/[N+:15]([O-:17])=[O:16])=[CH:9][CH:8]=1.CC(O)C.CCCCCC>C(Cl)(Cl)Cl>[CH3:5][O:6][C:7]1[CH:8]=[CH:9][C:10]([C@H:13]([CH2:14][N+:15]([O-:17])=[O:16])[C@H:2]([CH3:3])[CH:1]=[O:4])=[CH:11][CH:12]=1. Reported procedure: The title compound was prepared from propionaldehyde and (E)-1-methoxy-4-(2-nitrovinyl)benzene according to the general procedure. Both enantiomeric excess and diastereomeric ratio were determined by HPLC with an AS-H column at 230 nm (2-propanol:hexane=5:95), 1.0 mL/min; major enantiomer tmajor=42.10 min, minor enantiomer tminor=60.77 min. [α]D20=−4.6 (c=1.3, CHCl3). Reactants: N#Cc1ccc(C(=O)NCc2ccc(N3CC(C(=O)O)OC3=O)cc2)cc1, S. The product is NC(=S)c1ccc(C(=O)NCc2ccc(N3CC(C(=O)O)OC3=O)cc2)cc1. RXN SMILES: [C:1](#[N:2])[c:3]1[cH:4][cH:5][c:6]([C:7](=[O:8])[NH:9][CH2:10][c:11]2[cH:12][cH:13][c:14]([N:17]3[C:18](=[O:25])[O:19][CH:20]([C:22](=[O:23])[OH:24])[CH2:21]3)[cH:15][cH:16]2)[cH:26][cH:27]1.[SH2:28]>>[C:1]([NH2:2])([c:3]1[cH:4][cH:5][c:6]([C:7](=[O:8])[NH:9][CH2:10][c:11]2[cH:12][cH:13][c:14]([N:17]3[C:18](=[O:25])[O:19][CH:20]([C:22](=[O:23])[OH:24])[CH2:21]3)[cH:15][cH:16]2)[cH:26][cH:27]1)=[S:28]. Yield: 85.7%. Solvent: O (water), CO (MeOH). Reactants: OC(CN1C(C=2C(C1=O)=CC=CC2)=O)CNC2CCCC1=CC=CC=C21 (N-[2-hydroxy-3-(1,2,3,4-tetrahydro-1-naphthylamino)propyl]phthalimide), C(CC(=O)O)C=O (succinic semialdehyde), CC(=O)O (HOAc), [BH3-]C#N.[Na+] (NaBH3CN). As a reaction SMILES: [OH:1][CH:2]([CH2:15][NH:16][CH:17]1[C:26]2[C:21](=[CH:22][CH:23]=[CH:24][CH:25]=2)[CH2:20][CH2:19][CH2:18]1)[CH2:3][N:4]1[C:8](=[O:9])[C:7]2=[CH:10][CH:11]=[CH:12][CH:13]=[C:6]2[C:5]1=[O:14].[CH2:27]([CH:32]=O)[CH2:28][C:29]([OH:31])=[O:30].CC(O)=O.[BH3-]C#N.[Na+]>CO.O>[OH:1][CH:2]([CH2:3][N:4]1[C:8](=[O:9])[C:7]2=[CH:10][CH:11]=[CH:12][CH:13]=[C:6]2[C:5]1=[O:14])[CH2:15][N:16]([CH:17]1[C:26]2[C:21](=[CH:22][CH:23]=[CH:24][CH:25]=2)[CH2:20][CH2:19][CH2:18]1)[CH2:32][CH2:27][CH2:28][C:29]([OH:31])=[O:30] |f:3.4|. The product is OC(CN(CCCC(=O)O)C1CCCC2=CC=CC=C12)CN1C(C=2C(C1=O)=CC=CC2)=O (4-[[2-hydroxy-(3-phthalimido)propyl](1,2,3,4-tetrahydro-1-naphthyl)amino]butanoic acid). Reaction conditions: time 2.5 hour. Procedure details: To a solution of N-[2-hydroxy-3-(1,2,3,4-tetrahydro-1-naphthylamino)propyl]phthalimide (93 mg, 0.27 mmol) in MeOH (1 ml) were added succinic semialdehyde (15 wt. % solution in water, 220 μl, 0.35 mmol), HOAc (17 μl, 0.30 mmol) and NaBH3CN (18 mg, 0.29 mmol), and the mixture was stirred at RT for 2.5 h. After adding water, the mixture was extracted with chloroform, washed with brine, dried over magnesium sulfate, and filtered. The filtrate was concentrated under vacuum to dryness, and the residue... Reactants: CCCCCCCOc1ccc(Br)cc1C(=O)NC(Cc1ccc(-c2ccccc2O)cc1)C(=O)OC, OB(O)c1ccc(C(F)(F)F)cc1. Yields the product CCCCCCCOc1ccc(Br)cc1C(=O)NC(Cc1ccc(-c2ccccc2Oc2ccc(C(F)(F)F)cc2)cc1)C(=O)OC. As a reaction SMILES: [CH3:1][O:2][C:3]([CH:4]([CH2:5][c:6]1[cH:7][cH:8][c:9](-[c:12]2[c:13]([OH:18])[cH:14][cH:15][cH:16][cH:17]2)[cH:10][cH:11]1)[NH:19][C:20]([c:21]1[c:22]([O:28][CH2:29][CH2:30][CH2:31][CH2:32][CH2:33][CH2:34][CH3:35])[cH:23][cH:24][c:25]([Br:27])[cH:26]1)=[O:36])=[O:37].[F:38][C:39]([c:40]1[cH:41][cH:42][c:43]([B:46]([OH:47])[OH:48])[cH:44][cH:45]1)([F:49])[F:50]>>[CH3:1][O:2][C:3]([CH:4]([CH2:5][c:6]1[cH:7][cH:8][c:9](-[c:12]2[c:13]([O:18][c:43]3[cH:42][cH:41][c:40]([C:39]([F:38])([F:49])[F:50])[cH:45][cH:44]3)[cH:14][cH:15][cH:16][cH:17]2)[cH:10][cH:11]1)[NH:19][C:20]([c:21]1[c:22]([O:28][CH2:29][CH2:30][CH2:31][CH2:32][CH2:33][CH2:34][CH3:35])[cH:23][cH:24][c:25]([Br:27])[cH:26]1)=[O:36])=[O:37]. The reactants are ClC1=C(C(=CC=C1)[N+](=O)[O-])S(=O)(=O)N (2-chloro-6-nitro-benzenesulfonamide), CS(=O)C (DMSO), C(C)NCC (diethyl amine), [F-].[K+] (KF). Reagents/catalysts: [N+](CCCC)(CCCC)(CCCC)CCCC.[O-]S(=O)(=O)O (Bu4NHSO4). Solvent: O (water). Conditions: temperature 70 celsius. The product is CN(C1=C(C(=CC=C1)[N+](=O)[O-])S(=O)(=O)N)C (2-dimethylamino-6-nitro-benzenesulfonamide). As a reaction SMILES: Cl[C:2]1[CH:7]=[CH:6][CH:5]=[C:4]([N+:8]([O-:10])=[O:9])[C:3]=1[S:11]([NH2:14])(=[O:13])=[O:12].CS(C)=O.[CH2:19]([NH:21][CH2:22]C)C.[F-].[K+]>[N+](CCCC)(CCCC)(CCCC)CCCC.[O-]S(O)(=O)=O.O>[CH3:19][N:21]([CH3:22])[C:2]1[CH:7]=[CH:6][CH:5]=[C:4]([N+:8]([O-:10])=[O:9])[C:3]=1[S:11]([NH2:14])(=[O:13])=[O:12] |f:3.4,5.6|. Reported procedure: A mixture of 2-chloro-6-nitro-benzenesulfonamide (500 mg, 2.10 mmol), DMSO (3 ml), diethyl amine (10 ml of 2 M solution in THF), Bu4NHSO4 (34 mg, 0.1 mmol) and KF (58 mg, 1.0 mmol) is heated in an autoclave at 70° C. for 16 h. The mixture is diluted with water and extracted with CH2Cl2. The solvent is removed and the residue subjected to chromatography (SiO2, TBME/cyclohexane 1:9→TBME) to give 2-dimethylamino-6-nitro-benzenesulfonamide as a colorless solid. The reactants are CC=1OC2=C(C=CC=C2C(C1)=O)C=O (2-methyl-4-oxo-4H-chromene-8-carbaldehyde), C(#N)C=C(C)[O-].[Na+] (sodium 1-cyanoprop-1-en-2-olate), NC(C)=CC(CCC(C)C)=O (2-amino-7-methyloct-2-en-4-one), C(C)(=O)O (acetic acid). Run in CC(C)O (2-propanol). Yields the product CC=1NC(=C(C(C1C#N)C=1C=CC=C2C(C=C(OC12)C)=O)C(CCC(C)C)=O)C (2,6-Dimethyl-4-(2-methyl-4-oxo-4H-chromen-8-yl)-5-(4-methylpentanoyl)-1,4-dihydropyridine-3-carbonitrile). As a reaction SMILES: [CH3:1][C:2]1[O:3][C:4]2[C:9]([C:10](=[O:12])[CH:11]=1)=[CH:8][CH:7]=[CH:6][C:5]=2[CH:13]=O.[C:15]([CH:17]=[C:18]([O-])[CH3:19])#[N:16].[Na+].[NH2:22][C:23](=[CH:25][C:26](=[O:32])[CH2:27][CH2:28][CH:29]([CH3:31])[CH3:30])[CH3:24].C(O)(=O)C>CC(O)C>[CH3:19][C:18]1[NH:22][C:23]([CH3:24])=[C:25]([C:26](=[O:32])[CH2:27][CH2:28][CH:29]([CH3:30])[CH3:31])[CH:13]([C:5]2[CH:6]=[CH:7][CH:8]=[C:9]3[C:4]=2[O:3][C:2]([CH3:1])=[CH:11][C:10]3=[O:12])[C:17]=1[C:15]#[N:16] |f:1.2|. Procedure: 100 mg (0.53 mmol) of 2-methyl-4-oxo-4H-chromene-8-carbaldehyde are dissolved with 55.8 mg (0.53 mmol) of sodium 1-cyanoprop-1-en-2-olate, 82.4 mg (0.53 mmol) of 2-amino-7-methyloct-2-en-4-one (example 14, stage a) and 31.9 mg (0.53 mmol) of acetic acid in 5 ml of 2-propanol and heated under reflux under argon for 6 h. The solvent is removed in vacuo, and the residue is purified by preparative HPLC. 47 mg (22% of theory) of the title compound are obtained as a yellow solid. Starting materials: CO, CO, [Na+], O, O, O=C([O-])Cn1cc(OC(c2ccccc2)c2ccccc2)c(=O)cc1CO. Product: [Na+], O=Cc1cc(=O)c(OC(c2ccccc2)c2ccccc2)cn1CC(=O)[O-]. Reaction SMILES: [CH3:1][OH:2].[CH3:33][OH:34].[Na+:30].[OH2:31].[OH2:32].[c:3]1([CH:9]([O:10][c:11]2[cH:12][n:13]([CH2:20][C:21](=[O:22])[O-:23])[c:14]([CH2:18][OH:19])[cH:15][c:16]2=[O:17])[c:24]2[cH:25][cH:26][cH:27][cH:28][cH:29]2)[cH:4][cH:5][cH:6][cH:7][cH:8]1>>[Na+:30].[c:3]1([CH:9]([O:10][c:11]2[cH:12][n:13]([CH2:20][C:21](=[O:22])[O-:23])[c:14]([CH:18]=[O:19])[cH:15][c:16]2=[O:17])[c:24]2[cH:25][cH:26][cH:27][cH:28][cH:29]2)[cH:4][cH:5][cH:6][cH:7][cH:8]1. The product is CN1C(=O)N(CC(CS(=O)(=O)c2ccc(-c3ccc(Cl)cc3)cc2)C(=O)O)C(=O)C1(C)C. Reaction SMILES: [Cl:1][c:2]1[cH:3][cH:4][c:5](-[c:8]2[cH:9][cH:10][c:11]([S:14][CH2:15][CH:16]([C:17](=[O:18])[OH:19])[CH2:20][N:21]3[C:22](=[O:30])[N:23]([CH3:29])[C:24]([CH3:27])([CH3:28])[C:25]3=[O:26])[cH:12][cH:13]2)[cH:6][cH:7]1.[O:32]=[CH:33][N:34]([CH3:35])[CH3:36].[OH2:31]>>[Cl:1][c:2]1[cH:3][cH:4][c:5](-[c:8]2[cH:9][cH:10][c:11]([S:14]([CH2:15][CH:16]([C:17](=[O:18])[OH:19])[CH2:20][N:21]3[C:22](=[O:30])[N:23]([CH3:29])[C:24]([CH3:27])([CH3:28])[C:25]3=[O:26])(=[O:31])=[O:32])[cH:12][cH:13]2)[cH:6][cH:7]1. Starting materials: CN1C(=O)N(CC(CSc2ccc(-c3ccc(Cl)cc3)cc2)C(=O)O)C(=O)C1(C)C, CN(C)C=O, O.